This data is from the Open Reaction Database (ORD), a public repository of structured organic reaction records. The task is: describe an organic reaction: reactants, conditions, products, and yield Reactants: CC1CN(CC(N1)C)CC(C(F)(F)F)(CC(C)(C)C1=C(C=CC(=C1)F)OC)O (2-(3,5-dimethylpiperazin-1-ylmethyl)-1,1,1-trifluoro-4-(5-fluoro-2-methoxyphenyl)-4-methylpentan-2-ol), N1=CC=CC=C1 (pyridine), C(C)(=O)OC(C)=O (acetic anhydride). The solvent is C(Cl)Cl (methylene chloride). Run at time 8 hour. The product is FC=1C=CC(=C(C1)C(CC(CN1CC(N(C(C1)C)C(C)=O)C)(C(F)(F)F)O)(C)C)OC (1-{4-[4-(5-fluoro-2-methoxyphenyl)-2-hydroxy-4-methyl-2-trifluoromethylpentyl]-2,6-dimethylpiperazin-1-yl}ethanone). As a reaction SMILES: [CH3:1][CH:2]1[NH:7][CH:6]([CH3:8])[CH2:5][N:4]([CH2:9][C:10]([OH:28])([CH2:15][C:16]([C:19]2[CH:24]=[C:23]([F:25])[CH:22]=[CH:21][C:20]=2[O:26][CH3:27])([CH3:18])[CH3:17])[C:11]([F:14])([F:13])[F:12])[CH2:3]1.N1C=CC=CC=1.[C:35](OC(=O)C)(=[O:37])[CH3:36]>C(Cl)Cl>[F:25][C:23]1[CH:22]=[CH:21][C:20]([O:26][CH3:27])=[C:19]([C:16]([CH3:18])([CH3:17])[CH2:15][C:10]([OH:28])([C:11]([F:12])([F:13])[F:14])[CH2:9][N:4]2[CH2:3][CH:2]([CH3:1])[N:7]([C:35](=[O:37])[CH3:36])[CH:6]([CH3:8])[CH2:5]2)[CH:24]=1. Procedure: To a solution of 2-(3,5-dimethylpiperazin-1-ylmethyl)-1,1,1-trifluoro-4-(5-fluoro-2-methoxyphenyl)-4-methylpentan-2-ol (18 mg) in methylene chloride (1 mL) was added pyridine (55.8 μL) followed by acetic anhydride (43.4 μL). The resulting mixture was stirred overnight, quenched with saturated aqueous sodium bicarbonate solution and extracted twice with methylene chloride. The combined organic phases were dried over sodium sulfate, filtered, and concentrated in vacuo. The residue was purified by ... Starting materials: S(=O)(Cl)Cl (sulphinyl chloride), C(=O)(O)C1=CN(C(=C1C)C)C1=CC=NC2=CC=CC=C12 (3-carboxy-4,5-dimethyl-1-(quinol-4-yl)-1H-pyrrole). Run at time 1.5 hour. Yield: 100.0%. Solvent: C(Cl)(Cl)Cl (chloroform). Reaction SMILES: S(Cl)([Cl:3])=O.[C:5]([C:8]1[C:12]([CH3:13])=[C:11]([CH3:14])[N:10]([C:15]2[C:24]3[C:19](=[CH:20][CH:21]=[CH:22][CH:23]=3)[N:18]=[CH:17][CH:16]=2)[CH:9]=1)(O)=[O:6]>C(Cl)(Cl)Cl>[Cl:3][C:5]([C:8]1[C:12]([CH3:13])=[C:11]([CH3:14])[N:10]([C:15]2[C:24]3[C:19](=[CH:20][CH:21]=[CH:22][CH:23]=3)[N:18]=[CH:17][CH:16]=2)[CH:9]=1)=[O:6]. The product is ClC(=O)C1=CN(C(=C1C)C)C1=CC=NC2=CC=CC=C12 (3-chlorocarbonyl-4,5-dimethyl-1-(quinol-4-yl)-1H-pyrrole). Reported procedure: 10 mL (137 mmol) of sulphinyl chloride are added at a temperature in the region of 20° C. under an argon atmosphere to 1.1 g (4.1 mmol) of 3-carboxy-4,5-dimethyl-1-(quinol-4-yl)-1H-pyrrole dissolved in 20 mL of chloroform. After stirring at the reflux point of the solvent for 1.5 hours, the reaction mixture is concentrated to dryness under reduced pressure (2.7 kPa). The residue is dissolved in 20 mL of chloroform and is then brought back to dryness to give 1.17 g (4.1 mmol) of 3-chlorocarbonyl-... Reactants: [Cl-].[NH4+] (ammonium chloride), C(CCC)[Li] (Butyl lithium), C(C)OCN1N=CC=C1 (1-(ethoxymethyl)-1H-pyrazole), C(C)(C)OB1OC(C(O1)(C)C)(C)C (2-isopropoxy-4,4,5,5-tetramethyl-1,3,2-dioxaborolane), Cl (hydrochloric acid). Solvent: O (water), C(C)(C)(C)OC (tert-butylmethylether), O1CCCC1 (tetrahydrofuran). Conditions: temperature -78 celsius, time 15 minute. Yields the product C(C)OCN1N=CC=C1B1OC(C(O1)(C)C)(C)C (1-(Ethoxymethyl)-5-(4,4,5,5-tetramethyl-1,3,2-dioxaborolan-2-yl)-1H-pyrazole). Yield: 78.0%. Reaction SMILES: C([Li])CCC.[CH2:6]([O:8][CH2:9][N:10]1[CH:14]=[CH:13][CH:12]=[N:11]1)[CH3:7].C(O[B:19]1[O:23][C:22]([CH3:25])([CH3:24])[C:21]([CH3:27])([CH3:26])[O:20]1)(C)C.[Cl-].[NH4+].Cl>O1CCCC1.C(OC)(C)(C)C.O>[CH2:6]([O:8][CH2:9][N:10]1[C:14]([B:19]2[O:23][C:22]([CH3:25])([CH3:24])[C:21]([CH3:27])([CH3:26])[O:20]2)=[CH:13][CH:12]=[N:11]1)[CH3:7] |f:3.4|. Procedure: Butyl lithium (2.5 M in hexanes, 32.4 mL, 0.0811 mol) was added slowly via syringe to a solution of 1-(ethoxymethyl)-1H-pyrazole (Preparation 338, 9.3 g, 0.074 mol) in anhydrous tetrahydrofuran (100.0 mL) at 0° C. and stirred under nitrogen for 15 minutes and then at room temperature for 30 minutes. The mixture was cooled to −78° C. and 2-isopropoxy-4,4,5,5-tetramethyl-1,3,2-dioxaborolane (16.5 mL, 0.0811 mol) was added via syringe. The mixture was warmed to room temperature and stirred under ni...